Dataset: the Open Reaction Database (ORD), a public repository of structured organic reaction records. Task: describe an organic reaction: reactants, conditions, products, and yield Reactants: O=C([O-])[O-], CN1CCCC1=O, FC(F)(F)c1ccc2c(c1)ncn2-c1cccc(I)c1, [K+], [K+], O, c1c[nH]cn1. Product: FC(F)(F)c1ccc2c(c1)ncn2-c1cccc(-n2ccnc2)c1. As a reaction SMILES: [C:26](=[O:27])([O-:28])[O-:29].[CH3:32][N:33]1[CH2:34][CH2:35][CH2:36][C:37]1=[O:38].[I:1][c:2]1[cH:3][c:4](-[n:8]2[cH:9][n:10][c:11]3[c:12]2[cH:13][cH:14][c:15]([C:17]([F:18])([F:19])[F:20])[cH:16]3)[cH:5][cH:6][cH:7]1.[K+:30].[K+:31].[OH2:39].[nH:21]1[cH:22][n:23][cH:24][cH:25]1>>[c:2]1(-[n:21]2[cH:22][n:23][cH:24][cH:25]2)[cH:3][c:4](-[n:8]2[cH:9][n:10][c:11]3[c:12]2[cH:13][cH:14][c:15]([C:17]([F:18])([F:19])[F:20])[cH:16]3)[cH:5][cH:6][cH:7]1. Starting materials: C(C)(=O)O (acetic acid), C(C1=CC=CC=C1)[C@@H]1N(C(OC1)=O)C(C[C@@H](CC(F)(F)F)C)=O ((4S)-4-benzyl-3-[(3S)-5,5,5-trifluoro-3-methylpentanoyl]-1,3-oxazolidin-2-one), C[Si](C)(C)[N-][Si](C)(C)C.[K+] (KHMDS), C(C)(C)C1=C(C(=CC(=C1)C(C)C)C(C)C)S(=O)(=O)N=[N+]=[N-] (2,4,6-triisopropylbenzenesulfonyl azide), C(C)(=O)[O-].[K+] (potassium acetate). Run in CCOC(=O)C (EtOAc), C1CCOC1 (THF). Reaction conditions: temperature -78 celsius, time 1 hour. The product is N(=[N+]=[N-])[C@H](C(=O)N1C(OC[C@@H]1CC1=CC=CC=C1)=O)[C@@H](CC(F)(F)F)C ((S)-3-[(2S, 3R)-2-Azido-5, 5, 5-trifluoro-3-methylpentanoyl]-4-benzyl-1,3-oxazolidin-2-one). The yield is 103.0%. As a reaction SMILES: [CH2:1]([C@H:8]1[CH2:12][O:11][C:10](=[O:13])[N:9]1[C:14](=[O:23])[CH2:15][C@H:16]([CH3:22])[CH2:17][C:18]([F:21])([F:20])[F:19])[C:2]1[CH:7]=[CH:6][CH:5]=[CH:4][CH:3]=1.C[Si]([N-][Si](C)(C)C)(C)C.[K+].C(C1C=C(C(C)C)C=C(C(C)C)C=1S([N:52]=[N+:53]=[N-:54])(=O)=O)(C)C.C(O)(=O)C.C([O-])(=O)C.[K+]>C1COCC1.CCOC(C)=O>[N:52]([C@@H:15]([C@H:16]([CH3:22])[CH2:17][C:18]([F:19])([F:20])[F:21])[C:14]([N:9]1[C@@H:8]([CH2:1][C:2]2[CH:7]=[CH:6][CH:5]=[CH:4][CH:3]=2)[CH2:12][O:11][C:10]1=[O:13])=[O:23])=[N+:53]=[N-:54] |f:1.2,5.6|. Procedure: A solution of (4S)-4-benzyl-3-[(3S)-5,5,5-trifluoro-3-methylpentanoyl]-1,3-oxazolidin-2-one (8.2 g, 24.90 mmol) in THF (100 mL) was cooled to −78° C. and KHMDS (potassium hexamethyldisilazane −59.7 mL, 29.88 mmol) was added dropwise over a period of 10 min. After stirring at −78° C. for 1 h, a pre-cooled (−78° C., 50 min) solution of 2,4,6-triisopropylbenzenesulfonyl azide (10.1 g, 32.37 mmol) was added via cannula over a period of 10 min. After an additional 10 min at −78° C., glacial acetic ac... RXN SMILES: [CH3:1][O:2][C:3]1[CH:12]=[C:11]2[C:6]([CH2:7][CH2:8][CH2:9][CH:10]2[C:13]([OH:15])=O)=[CH:5][CH:4]=1.C([O:18][CH:19](OCC)[C:20]1[CH:25]=[CH:24][C:23]([CH2:26][NH:27][C:28]2[CH:33]=[CH:32][C:31]([CH:34]([CH3:36])[CH3:35])=[CH:30][CH:29]=2)=[CH:22][CH:21]=1)C.Cl>CO>[CH:19]([C:20]1[CH:21]=[CH:22][C:23]([CH2:26][N:27]([C:28]2[CH:33]=[CH:32][C:31]([CH:34]([CH3:36])[CH3:35])=[CH:30][CH:29]=2)[C:13]([CH:10]2[C:11]3[C:6](=[CH:5][CH:4]=[C:3]([O:2][CH3:1])[CH:12]=3)[CH2:7][CH2:8][CH2:9]2)=[O:15])=[CH:24][CH:25]=1)=[O:18]. Reactants: COC1=CC=C2CCCC(C2=C1)C(=O)O (7-methoxy-1,2,3,4-tetrahydronaphthalene-1-carboxylic acid), C(C)OC(C1=CC=C(C=C1)CNC1=CC=C(C=C1)C(C)C)OCC ({[4-(diethoxymethyl)phenyl]-methyl}(4-isopropylphenyl)amine), Cl (hydrochloric acid). Procedure: By the reaction and treatment in the same manner as in Example 12 using 7-methoxy-1,2,3,4-tetrahydronaphthalene-1-carboxylic acid (0.41 g) and {[4-(diethoxymethyl)phenyl]-methyl}(4-isopropylphenyl)amine (0.65 g) as starting materials. The obtained residue was dissolved in a mixed solvent (15 mL) of methanol:1 mol/L-hydrochloric acid (1:2) and heated under reflux for 3 hr. The reaction mixture was concentrated under reduced pressure and partitioned between water and ethyl acetate. The organic lay... The yield is 47.9%. The solvent is CO (methanol). Yields the product C(=O)C1=CC=C(C=C1)CN(C(=O)C1CCCC2=CC=C(C=C12)OC)C1=CC=C(C=C1)C(C)C (N-[(4-formylphenyl)methyl]-N-(4-isopropylphenyl)-7-methoxy-1,2,3,4-tetrahydronaphthalene-1-carboxamide). Reactants: Cl.CC1=CC(=C2NC=C(CCN)C2=C1)Br (5-methyl-7-bromotryptamine hydrochloride), Cl.FC=1C=C(C=CC1C)NN (3-fluoro-4-methylphenylhydrazine hydrochloride). Yields the product Cl.FC=1C(=CC=C2NC=C(CCN)C12)C (4-Fluoro-5-methyltryptamine hydrochloride). RXN SMILES: [ClH:1].[CH3:2][C:3]1[CH:14]=[C:13]2[C:6]([NH:7][CH:8]=[C:9]2[CH2:10][CH2:11][NH2:12])=[C:5](Br)[CH:4]=1.Cl.[F:17]C1C=C(NN)C=CC=1C>>[ClH:1].[F:17][C:14]1[C:3]([CH3:2])=[CH:4][CH:5]=[C:6]2[C:13]=1[C:9]([CH2:10][CH2:11][NH2:12])=[CH:8][NH:7]2 |f:0.1,2.3,4.5|. Procedure: 4-Fluoro-5-methyltryptamine hydrochloride was prepared (2.20 g) as described for 5-methyl-7-bromotryptamine hydrochloride in Example 4, except using 3-fluoro-4-methylphenylhydrazine hydrochloride (6.00 g) as starting material. ##STR40## Starting materials: [OH-].[K+] (potassium hydroxide), CCOP(=O)(CC#N)OCC (diethyl cyanomethyl phosphonate), [Na+].[Cl-] (NaCl), N12CC(C(CC1)CC2)=O (3-quinuclidinone), [OH-].[K+] (potassium hydroxide). Solvent: O (water), O (water), O (water). Reaction conditions: time 15 minute. The product is C(#N)C=C1CN2CCC1CC2 (3-cyanomethylidene quinuclidine). Yield: 96.1%. As a reaction SMILES: [N:1]12[CH2:8][CH2:7][CH:4]([CH2:5][CH2:6]1)[C:3](=O)[CH2:2]2.[OH-].[K+].CCOP(OCC)([CH2:17][C:18]#[N:19])=O.[Na+].[Cl-]>O>[C:18]([CH:17]=[C:3]1[CH:4]2[CH2:7][CH2:8][N:1]([CH2:6][CH2:5]2)[CH2:2]1)#[N:19] |f:1.2,4.5|. Procedure details: To a stirred solution of 3-quinuclidinone (50 g; 0.309 mol) in water (250 ml) was added potassium hydroxide (17.35 g; 0.309 mol). After 15 minutes, diethyl cyanomethyl phosphonate (109.6 g; 0.619 mol) was added with a further 125 ml water. A solution of potassium hydroxide (52.07 g; 0.928 mol) in water (250 ml) was added dropwise over 30 minutes. The reaction was left overnight, saturated with NaCl then extracted into ethyl acetate (6×200 ml). The organic extracts were combined, dried over anhyd... The reactants are ClC=1N=C(C2=C(N1)N(C=C2I)COCC[Si](C)(C)C)OC2CCC2 (2-chloro-4-cyclobutoxy-5-iodo-7-((2-(trimethylsilyl)ethoxy)methyl)-7H-pyrrolo[2,3-d]pyrimidine), CNC(C1=CC=C(C=C1)B1OC(C(O1)(C)C)(C)C)=O (N-methyl-4-(4,4,5,5-tetramethyl-1,3,2-dioxaborolan-2-yl)benzamide), P(=O)([O-])([O-])[O-].[K+].[K+].[K+] (tripotassium phosphate), O1CCOCC1 (1,4-dioxane), palladium 1,1-bis(diphenylphosphion)ferrocene. Run in O (water). Reaction conditions: temperature 80 celsius, time 4 hour. The product is ClC=1N=C(C2=C(N1)N(C=C2C2=CC=C(C(=O)NC)C=C2)COCC[Si](C)(C)C)OC2CCC2 (4-(2-Chloro-4-cyclobutoxy-7-((2-(trimethylsilyl)ethoxy)methyl)-7H-pyrrolo[2,3-d]pyrimidin-5-yl)-N-methylbenzamide). Yield: 65.7%. RXN SMILES: [Cl:1][C:2]1[N:3]=[C:4]([O:20][CH:21]2[CH2:24][CH2:23][CH2:22]2)[C:5]2[C:10](I)=[CH:9][N:8]([CH2:12][O:13][CH2:14][CH2:15][Si:16]([CH3:19])([CH3:18])[CH3:17])[C:6]=2[N:7]=1.[CH3:25][NH:26][C:27](=[O:43])[C:28]1[CH:33]=[CH:32][C:31](B2OC(C)(C)C(C)(C)O2)=[CH:30][CH:29]=1.P([O-])([O-])([O-])=O.[K+].[K+].[K+].O1CCOCC1>O>[Cl:1][C:2]1[N:3]=[C:4]([O:20][CH:21]2[CH2:24][CH2:23][CH2:22]2)[C:5]2[C:10]([C:31]3[CH:32]=[CH:33][C:28]([C:27]([NH:26][CH3:25])=[O:43])=[CH:29][CH:30]=3)=[CH:9][N:8]([CH2:12][O:13][CH2:14][CH2:15][Si:16]([CH3:19])([CH3:18])[CH3:17])[C:6]=2[N:7]=1 |f:2.3.4.5|. Procedure details: To a degassed mixture of 2-chloro-4-cyclobutoxy-5-iodo-7-((2-(trimethylsilyl)ethoxy)methyl)-7H-pyrrolo[2,3-d]pyrimidine (1 equiv), N-methyl-4-(4,4,5,5-tetramethyl-1,3,2-dioxaborolan-2-yl)benzamide (1.1 equiv) and tripotassium phosphate trihydrorate (3.0 equiv) in a 9:1 mixture of 1,4-dioxane and water (0.125 M) was added palladium 1,1-bis(diphenylphosphion)ferrocene dicholoride (0.1 equiv). The reaction mixture was stirred at 80° C. for 4 h. After the reaction was completed, the reaction mixture... As a reaction SMILES: [CH3:1][O:2][C@:3]([CH3:16])([CH2:12][CH2:13][CH2:14][CH3:15])[C@H:4]([OH:11])[C:5]#[C:6][Si](C)(C)C.[F-].C([N+](CCCC)(CCCC)CCCC)CCC>O1CCCC1>[CH3:1][O:2][C@:3]([CH3:16])([CH2:12][CH2:13][CH2:14][CH3:15])[C@H:4]([OH:11])[C:5]#[CH:6] |f:1.2|. Solvent: O1CCCC1 (tetrahydrofuran), O1CCCC1 (tetrahydrofuran). Yields the product CO[C@@]([C@@H](C#C)O)(CCCC)C ((3R,4R)-4-Methoxy-4-methyl-1-octyn-3-ol). Yield: 72.6%. Procedure: Dissolve (3R,4R)-4-methoxy-4-methyl-1-trimethylsilyl-1-octyn-3-ol (40 mg, 0.17 mmol) in tetrahydrofuran (1 mL) and place under an argon atmosphere. Add, by dropwise addition, tetra-n-butylammonium fluoride (1.4 mL of a 1M solution in tetrahydrofuran, 1.4 mmol). Stir for 1 hour at room temperature and partition between methylene chloride and water. Separate the organic phase, wash with saturated aqueous sodium chloride and dry (MgSO4). Evaporate the solvent in vacuo to give the title compound as ... Conditions: time 1 hour. Starting materials: [F-].C(CCC)[N+](CCCC)(CCCC)CCCC (tetra-n-butylammonium fluoride), solution, CO[C@@]([C@@H](C#C[Si](C)(C)C)O)(CCCC)C ((3R,4R)-4-methoxy-4-methyl-1-trimethylsilyl-1-octyn-3-ol). The reactants are NC1=C(OC2=C1C(=C(C=C2)OC)Cl)C(\C=C\C2=CN=C(S2)C(C)C)=O ((E)-1-(3-amino-4-chloro-5-methoxy-benzofuran-2-yl)-3-(2-isopropyl-thiazol-5-yl)-2-propen-1-one), CC#N (MeCN), OP(=O)(O)O (H3PO4). The reagents and catalysts are [Cl-].[Cl-].[Zn+2] (ZnCl2). Run in CC(=O)O (AcOH). The product is ClC1=C(C=CC2=C1C=1NC(CC(C1O2)=O)C2=CN=C(S2)C(C)C)OC (9-chloro-2-(2-isopropylthiazol-5-yl)-8-methoxy-1,2-dihydro-benzofuro[3,2-b]pyridin-4-one). The yield is 68.6%. Reaction SMILES: [NH2:1][C:2]1[C:6]2[C:7]([Cl:13])=[C:8]([O:11][CH3:12])[CH:9]=[CH:10][C:5]=2[O:4][C:3]=1[C:14](=[O:25])/[CH:15]=[CH:16]/[C:17]1[S:21][C:20]([CH:22]([CH3:24])[CH3:23])=[N:19][CH:18]=1.CC#N.OP(O)(O)=O>[Cl-].[Cl-].[Zn+2].CC(O)=O>[Cl:13][C:7]1[C:6]2[C:2]3[NH:1][CH:16]([C:17]4[S:21][C:20]([CH:22]([CH3:23])[CH3:24])=[N:19][CH:18]=4)[CH2:15][C:14](=[O:25])[C:3]=3[O:4][C:5]=2[CH:10]=[CH:9][C:8]=1[O:11][CH3:12] |f:3.4.5|. Reported procedure: 9A (3.5 g, 9.28 mmol) was added to MeCN (50 mL) and stirred at room temperature. To the mixture was added ZnCl2 (1.91 g, 13.93 mmol, 1.5 eq), followed by AcOH (50 mL) and H3PO4 (50 mL) The reaction mixture was heated to 80° C. and stirred overnight. After reaction completed, the mixture was cooled and poured into crushed ice under stirring, neutralized to pH=7˜8, extracted with ethyl acetate, dried and concentrated to give 2.4 g of product (9B). Reactants: N[C@@H](CCCNC(N)=N)C(=O)O (Arg), N[C@@H](CC1=CC=C(C=C1)O)C(=O)O (Tyr), N([C@@H](CC1=CC=C(C=C1)O)C(=O)N[C@@H](CCCNC(NS(=O)(=O)C1=C(C)C=C(OC)C(C)=C1C)=N)C(=O)O)C(=O)OC(C)(C)C (Boc-Tyr-Arg(Mtr)OH). The solvent is mixed solution, FC(C(=O)O)(F)F.C1(=CC=CC=C1)SC (trifluoroacetic acid thioanisole). Conditions: time 2 hour. Product: N[C@@H](CC1=CC=C(C=C1)O)C(=O)N[C@@H](CCCNC(N)=N)C(=O)O (H-Tyr-Arg-OH). RXN SMILES: [NH:1](C(OC(C)(C)C)=O)[C@H:2]([C:11]([NH:13][C@H:14]([C:36]([OH:38])=[O:37])[CH2:15][CH2:16][CH2:17][NH:18][C:19](=[NH:35])[NH:20]S(C1C(C)=C(C)C(OC)=CC=1C)(=O)=O)=[O:12])[CH2:3][C:4]1[CH:9]=[CH:8][C:7]([OH:10])=[CH:6][CH:5]=1.N[C@H](C(O)=O)CCCNC(=N)N.N[C@H](C(O)=O)CC1C=CC(O)=CC=1>FC(F)(F)C(O)=O.C1(SC)C=CC=CC=1>[NH2:1][C@H:2]([C:11]([NH:13][C@H:14]([C:36]([OH:38])=[O:37])[CH2:15][CH2:16][CH2:17][NH:18][C:19](=[NH:20])[NH2:35])=[O:12])[CH2:3][C:4]1[CH:5]=[CH:6][C:7]([OH:10])=[CH:8][CH:9]=1 |f:3.4|. Procedure details: In 5 ml of mixed solution of trifluoroacetic acid-thioanisole (9:1) was dissolved 400 mg of Boc-Tyr-Arg(Mtr)OH and the resulting mixture was allowed to stand at room temperature for 2 hours. The trifluoroacetic acid was distilled off under reduced pressure, ether was added to the residue and the resulting precipitate was collected by filtration. The precipitate was dissolved in a small amount of water, passed through a column (1×10 cm) of Amberlite IRA-410 (acetate-form) and lyophilized. The lyo...